Dataset: the Open Reaction Database (ORD), a public repository of structured organic reaction records. Task: describe an organic reaction: reactants, conditions, products, and yield Reactants: C1CCOC1, CCN=C=NCCCN(C)C, O=C(O)c1c(F)cccc1Cl, Cl, COC(=O)c1cc2nc(N)[nH]c2c2c1OC(C)(C)C2, On1nnc2ccccc21. Yields the product COC(=O)c1cc2nc(NC(=O)c3c(F)cccc3Cl)[nH]c2c2c1OC(C)(C)C2. As a reaction SMILES: [CH2:53]1[O:54][CH2:55][CH2:56][CH2:57]1.[CH3:20][CH2:21][N:22]=[C:23]=[N:24][CH2:25][CH2:26][CH2:27][N:28]([CH3:29])[CH3:30].[Cl:42][c:43]1[c:44]([C:45](=[O:46])[OH:47])[c:48]([F:52])[cH:49][cH:50][cH:51]1.[ClH:31].[NH2:1][c:2]1[n:3][c:4]2[c:5]([nH:6]1)[c:7]1[c:11]([c:12]([C:14](=[O:15])[O:16][CH3:17])[cH:13]2)[O:10][C:9]([CH3:18])([CH3:19])[CH2:8]1.[OH:32][n:33]1[c:34]2[c:35]([cH:36][cH:37][cH:38][cH:39]2)[n:40][n:41]1>>[NH:1]([c:2]1[n:3][c:4]2[c:5]([nH:6]1)[c:7]1[c:11]([c:12]([C:14](=[O:15])[O:16][CH3:17])[cH:13]2)[O:10][C:9]([CH3:18])([CH3:19])[CH2:8]1)[C:45]([c:44]1[c:43]([Cl:42])[cH:51][cH:50][cH:49][c:48]1[F:52])=[O:46]. Reactants: C(C)(=O)N1C(C(C2=CC=C(C=C12)C(=O)OC)=C(C1=CC=CC=C1)OCC)=O (1-acetyl-3-(1-ethoxy-1-phenylmethylene)-6-methoxycarbonyl-2-indolinone), C(CCCCC)N(C)CC1=CC=C(N)C=C1 (4-(N-(n-hexyl)-N-methyl-aminomethyl)-aniline). Yields the product C(CCCCC)N(C)CC1=CC=C(N\C(\C2=CC=CC=C2)=C\2/C(NC3=CC(=CC=C23)C(=O)OC)=O)C=C1 (3-Z-[1-(4-(N-(n-hexyl)-N-methyl-aminomethyl)-anilino)-1-phenyl-methylene]-6-methoxycarbonyl-2-indolinone). RXN SMILES: C([N:4]1[C:12]2[C:7](=[CH:8][CH:9]=[C:10]([C:13]([O:15][CH3:16])=[O:14])[CH:11]=2)[C:6](=[C:17](OCC)[C:18]2[CH:23]=[CH:22][CH:21]=[CH:20][CH:19]=2)[C:5]1=[O:27])(=O)C.[CH2:28]([N:34]([CH2:36][C:37]1[CH:43]=[CH:42][C:40]([NH2:41])=[CH:39][CH:38]=1)[CH3:35])[CH2:29][CH2:30][CH2:31][CH2:32][CH3:33]>>[CH2:28]([N:34]([CH2:36][C:37]1[CH:43]=[CH:42][C:40]([NH:41]/[C:17](=[C:6]2\[C:5](=[O:27])[NH:4][C:12]3[C:7]\2=[CH:8][CH:9]=[C:10]([C:13]([O:15][CH3:16])=[O:14])[CH:11]=3)/[C:18]2[CH:23]=[CH:22][CH:21]=[CH:20][CH:19]=2)=[CH:39][CH:38]=1)[CH3:35])[CH2:29][CH2:30][CH2:31][CH2:32][CH3:33]. Procedure details: Prepared from 1-acetyl-3-(1-ethoxy-1-phenylmethylene)-6-methoxycarbonyl-2-indolinone and 4-(N-(n-hexyl)-N-methyl-aminomethyl)-aniline Rf value: 0.6 (silica gel, methylene chloride/methanol=10:1) C31H35N3O3 Starting materials: FC1=C(C=O)C=CC=C1 (2-fluorobenzaldehyde), IC1=C(C=CC=C1)C=O (2-iodobenzenealdehyde). The product is FC1=C(C=C)C=CC=C1 (2-fluorostyrene). The yield is 20.0%. Reaction SMILES: [F:1][C:2]1[CH:9]=[CH:8][CH:7]=[CH:6][C:3]=1[CH:4]=O.I[C:11]1C=CC=CC=1C=O>>[F:1][C:2]1[CH:9]=[CH:8][CH:7]=[CH:6][C:3]=1[CH:4]=[CH2:11]. Procedure: The substantially same method as described in Preparation Example 284 was conducted, except that 2-fluorobenzaldehyde (Aldrich No. F4807) was used instead of 2-iodobenzaldehyde (Preparation Example 63) to obtain the title compound (1.82 g, yield 20˜40%). Conditions: time 8 hour. Procedure details: In 10 ml of DMF were suspended 1.1 g of methyl 4-[2-(2-cyanophenylthio)phenylcarbamoyl]phenoxyacetate, 0.85 g of sodium azide and 0.7 g of ammonium chloride, and the mixture was Stirred at 110°-120° C. for 8 hours. After cooling, the reaction mixture was acidified with concentrated hydrochloric acid and diluted with water. The resulting precipitate was subjected to silica gel column chromatography (chloroform→chloroform-ethanol=50:1) to give 0.4 g of the title compound as white crystals, m.p. 20... Reaction SMILES: [C:1]([C:3]1[CH:8]=[CH:7][CH:6]=[CH:5][C:4]=1[S:9][C:10]1[CH:15]=[CH:14][CH:13]=[CH:12][C:11]=1[NH:16][C:17]([C:19]1[CH:30]=[CH:29][C:22]([O:23][CH2:24][C:25]([O:27][CH3:28])=[O:26])=[CH:21][CH:20]=1)=[O:18])#[N:2].[N-:31]=[N+:32]=[N-:33].[Na+].[Cl-].[NH4+].Cl>CN(C=O)C.O.C(Cl)(Cl)Cl>[NH:31]1[C:1]([C:3]2[CH:8]=[CH:7][CH:6]=[CH:5][C:4]=2[S:9][C:10]2[CH:15]=[CH:14][CH:13]=[CH:12][C:11]=2[NH:16][C:17]([C:19]2[CH:20]=[CH:21][C:22]([O:23][CH2:24][C:25]([O:27][CH3:28])=[O:26])=[CH:29][CH:30]=2)=[O:18])=[N:2][N:33]=[N:32]1 |f:1.2,3.4|. Isolated yield 33.0%. Run in CN(C)C=O (DMF), C(Cl)(Cl)Cl (chloroform), O (water). The product is N1N=NN=C1C1=C(C=CC=C1)SC1=C(C=CC=C1)NC(=O)C1=CC=C(OCC(=O)OC)C=C1 (Methyl 4-[2-[2-(1H-tetrazol-5-yl)phenylthio]phenylcarbamoyl]phenoxyacetate). The reactants are C(#N)C1=C(C=CC=C1)SC1=C(C=CC=C1)NC(=O)C1=CC=C(OCC(=O)OC)C=C1 (methyl 4-[2-(2-cyanophenylthio)phenylcarbamoyl]phenoxyacetate), Cl (hydrochloric acid), [N-]=[N+]=[N-].[Na+] (sodium azide), [Cl-].[NH4+] (ammonium chloride). Starting materials: Cl.C(C1=CC=CC=C1)N1CC=2C=C(C(=NC2CC1)Cl)C(=O)OCC (Ethyl 6-benzyl-2-chloro-5,6,7,8-tetrahydro-1,6-naphthyridine-3-carboxylate, hydrochloride), ClC(=O)OC(C)Cl (1-chloroethyl chloroformate). Run in CO (methanol), ClCCl (dichloromethane). Conditions: temperature 40 celsius. Yields the product Cl.ClC1=NC=2CCNCC2C=C1C(=O)OCC (Ethyl 2-chloro-5,6,7,8-tetrahydro-1,6-naphthyridine-3-carboxylate, hydrochloride salt). Reaction SMILES: Cl.C([N:9]1[CH2:18][CH2:17][C:16]2[N:15]=[C:14]([Cl:19])[C:13]([C:20]([O:22][CH2:23][CH3:24])=[O:21])=[CH:12][C:11]=2[CH2:10]1)C1C=CC=CC=1.ClC(OC(Cl)C)=O>ClCCl.CO>[ClH:19].[Cl:19][C:14]1[C:13]([C:20]([O:22][CH2:23][CH3:24])=[O:21])=[CH:12][C:11]2[CH2:10][NH:9][CH2:18][CH2:17][C:16]=2[N:15]=1 |f:0.1,5.6|. Reported procedure: A solution of the product from Step A above (0.095 mg, 0.287 mmol) in 10 mL of dichloromethane was treated with 1-chloroethyl chloroformate (0.050 g; 0.344 mmol), and the mixture was warmed at reflux temperature overnight. The reaction was concentrated under reduced pressure to afford a yellow oil, which was dissolved in 10 mL of methanol. The solution was heated at 40° C. for 2 h, cooled to room temperature and concentrated in vacuo. To the yellow solid was added diisopropyl ether. The pale yel... Starting materials: O.NN (hydrazine hydrate), FC1=C(C(=CC=C1)F)C(C1=C(C=CC(=C1)Cl)N1C(=NN=C1CN1C(C=2C(C1=O)=CC=CC2)=O)CN(C)C)=O (2',6'-difluoro-5-chloro-2-[3-[(dimethylamino)methyl]-5-(phthalimidomethyl)- 4H-1,2,4-triazol-4-yl]benzophenone). The solvent is C(C)O (ethanol). Product: ClC=1C=CC2=C(C(=NCC=3N2C(=NN3)CN(C)C)C3=C(C=CC=C3F)F)C1 (8-chloro-1[(dimethylamino)-methyl]-6-(2,6-difluorophenyl)-4H-s-triazolo[4,3-a][1,4]-benzodiazepine). As a reaction SMILES: [F:1][C:2]1[CH:7]=[CH:6][CH:5]=[C:4]([F:8])[C:3]=1[C:9](=O)[C:10]1[CH:15]=[C:14]([Cl:16])[CH:13]=[CH:12][C:11]=1[N:17]1[C:21]([CH2:22][N:23]2C(=O)C3=CC=CC=C3C2=O)=[N:20][N:19]=[C:18]1[CH2:34][N:35]([CH3:37])[CH3:36].O.NN>C(O)C>[Cl:16][C:14]1[CH:13]=[CH:12][C:11]2[N:17]3[C:18]([CH2:34][N:35]([CH3:36])[CH3:37])=[N:19][N:20]=[C:21]3[CH2:22][N:23]=[C:9]([C:3]3[C:4]([F:8])=[CH:5][CH:6]=[CH:7][C:2]=3[F:1])[C:10]=2[CH:15]=1 |f:1.2|. Procedure details: In the manner given in Example 27, 2',6'-difluoro-5-chloro-2-[3-[(dimethylamino)methyl]-5-(phthalimidomethyl)- 4H-1,2,4-triazol-4-yl]benzophenone is heated in ethanol with hydrazine hydrate to give 8-chloro-1[(dimethylamino)-methyl]-6-(2,6-difluorophenyl)-4H-s-triazolo[4,3-a][1,4]-benzodiazepine.